Dataset: the Open Reaction Database (ORD), a public repository of structured organic reaction records. Task: describe an organic reaction: reactants, conditions, products, and yield Starting materials: C(C)(=O)O[BH-](OC(C)=O)OC(C)=O.[Na+] (Sodium triacetoxyborohydride), C(C)(=O)O (acetic acid), ClC=1C=C(C=CC1)[C@H]1C[C@](C(N([C@@H]1C1=CC=C(C=C1)Cl)[C@H](C=O)CC)=O)(C)CC(=O)O (2-((3R,5R,6S)-5-(3-chlorophenyl)-6-(4-chlorophenyl)-3-methyl-2-oxo-1-((S)-1-oxobutan-2-yl)piperidin-3-yl)acetic acid), C12CNCC(CC1)O2 (8-oxa-3-azabicyclo[3.2.1]octane), Cl (HCl). Solvent: ClCCCl (DCE). Run at time 8 hour. The product is C12CN(CC(CC1)O2)C[C@H](CC)N2C([C@@](C[C@@H]([C@H]2C2=CC=C(C=C2)Cl)C2=CC(=CC=C2)Cl)(C)CC(=O)O)=O (2-((3R,5R,6S)-1-((2S)-1-(8-oxa-3-azabicyclo[3.2.1]octan-3-yl)butan-2-yl)-5-(3-chlorophenyl)-6-(4-chlorophenyl)-3-methyl-2-oxopiperidin-3-yl)acetic acid). RXN SMILES: [Cl:1][C:2]1[CH:3]=[C:4]([C@@H:8]2[C@@H:13]([C:14]3[CH:19]=[CH:18][C:17]([Cl:20])=[CH:16][CH:15]=3)[N:12]([C@@H:21]([CH2:24][CH3:25])[CH:22]=O)[C:11](=[O:26])[C@:10]([CH2:28][C:29]([OH:31])=[O:30])([CH3:27])[CH2:9]2)[CH:5]=[CH:6][CH:7]=1.[CH:32]12[O:39][CH:36]([CH2:37][CH2:38]1)[CH2:35][NH:34][CH2:33]2.Cl.C(O[BH-](OC(=O)C)OC(=O)C)(=O)C.[Na+].C(O)(=O)C>ClCCCl>[CH:36]12[O:39][CH:32]([CH2:38][CH2:37]1)[CH2:33][N:34]([CH2:22][C@@H:21]([N:12]1[C@H:13]([C:14]3[CH:19]=[CH:18][C:17]([Cl:20])=[CH:16][CH:15]=3)[C@@H:8]([C:4]3[CH:5]=[CH:6][CH:7]=[C:2]([Cl:1])[CH:3]=3)[CH2:9][C@@:10]([CH2:28][C:29]([OH:31])=[O:30])([CH3:27])[C:11]1=[O:26])[CH2:24][CH3:25])[CH2:35]2 |f:3.4|. Procedure: To a solution of 2-((3R,5R,6S)-5-(3-chlorophenyl)-6-(4-chlorophenyl)-3-methyl-2-oxo-1-((S)-1-oxobutan-2-yl)piperidin-3-yl)acetic acid (99 mg, 0.215 mmol; Example 210, Step A) in DCE (3 mL) was added 48.7 mg (0.43 mmol) of 8-oxa-3-azabicyclo[3.2.1]octane (Connolly, T.; Considine, J.; Ding, Z.; Forsatz, B.; Jennings, M.; MacEwan, M.; McCoy, K.; Place, D.; Sharma, A.; Sutherland, K. Organic Process Research & Development. 2010, 14(2), 459-465. Note: reference is for the HCl Salt). Sodium triacetoxy... Starting materials: [H][H] (hydrogen), [N+](=O)([O-])C1=CC=C(CCNC(OC(C)(C)C)=O)C=C1 (tert-butyl 4-nitrophenethylcarbamate), CCCCCC.C(C)(=O)OCC (hexane ethyl acetate). Reagents/catalysts: [Pd] (Pd/C). Run in C(C)O (ethanol), C1CCOC1 (THF). Run at time 5 hour. Yields the product NC1=CC=C(CCNC(OC(C)(C)C)=O)C=C1 (tert-butyl 4-aminophenethylcarbamate). Isolated yield 84.5%. Reaction SMILES: [N+:1]([C:4]1[CH:19]=[CH:18][C:7]([CH2:8][CH2:9][NH:10][C:11](=[O:17])[O:12][C:13]([CH3:16])([CH3:15])[CH3:14])=[CH:6][CH:5]=1)([O-])=O.[H][H].CCCCCC.C(OCC)(=O)C>C(O)C.C1COCC1.[Pd]>[NH2:1][C:4]1[CH:19]=[CH:18][C:7]([CH2:8][CH2:9][NH:10][C:11](=[O:17])[O:12][C:13]([CH3:16])([CH3:14])[CH3:15])=[CH:6][CH:5]=1 |f:2.3|. Procedure details: To a solution of N-(tert-butoxycarbonyl)-4-nitrophenethyl-2-amine from Example 2 (24.2 g, 96.7 mmol) in a mixture of ethanol (150 mL) and THF (50 mL) was added 5% Pd/C (4.0 g). This solution was placed on a Parr Hydrogenator under 40 psig of hydrogen gas and shaken for 5 hours. The reaction mixture was filtered and evaporated to leave a colorless oil. This oil was taken up into hot hexane/ethyl acetate and allowed to crystallized overnight. The solid was collected via vacuum filtration and place... The reactants are IC=1C(=C(C(NC1)=O)[N+](=O)[O-])C (5-iodo-4-methyl-3-nitro-2-pyridone), [H-].[Na+] (sodium hydride), COC1=CC=C(CCl)C=C1 (4-Methoxybenzyl chloride). The solvent is O (Water). Run at time 2.5 hour. Product: COC1=CC=C(CN2C(C(=C(C(=C2)I)C)[N+](=O)[O-])=O)C=C1 (1-(4-methoxybenzyl)-5-iodo-4-methyl-3-nitro-2-pyridone). The yield is 75.0%. RXN SMILES: [I:1][C:2]1[C:3]([CH3:12])=[C:4]([N+:9]([O-:11])=[O:10])[C:5](=[O:8])[NH:6][CH:7]=1.[H-].[Na+].[CH3:15][O:16][C:17]1[CH:24]=[CH:23][C:20]([CH2:21]Cl)=[CH:19][CH:18]=1>O>[CH3:15][O:16][C:17]1[CH:24]=[CH:23][C:20]([CH2:21][N:6]2[CH:7]=[C:2]([I:1])[C:3]([CH3:12])=[C:4]([N+:9]([O-:11])=[O:10])[C:5]2=[O:8])=[CH:19][CH:18]=1 |f:1.2|. Procedure details: A mixture of 5-iodo-4-methyl-3-nitro-2-pyridone (2.90 g, 10.4 mmol) and sodium hydride (60% in oil, 0.44 g, 11 mmol) was stirred at rt for 2.5 hours. 4-Methoxybenzyl chloride (1.50 mL) was added, and the mixture was stirred at rt for 18 h. Water was added, and the mixture and extracted with ethyl acetate. The organic phase was washed, dried and evaporated. Chromatography of the residue over silica gel (35% ethyl acetate/petroleum ether) followed by crystallization from water gave 1-(4-methoxyben... The reactants are OCCN1CCNCCC1 (1-(2-hydroxyethyl)homopiperazine), ClC=1OC2=C(N1)C=CC=C2 (2-chlorobenzoxazole). Solvent: CN(C)C=O (DMF). Conditions: time 17 hour. Product: OCCN1CCN(CCC1)C=1OC2=C(N1)C=CC=C2 (2-[4-(2-Hydroxyethyl)-1-homopiperazinyl]benzoxazole). Isolated yield 26.6%. As a reaction SMILES: [OH:1][CH2:2][CH2:3][N:4]1[CH2:10][CH2:9][CH2:8][NH:7][CH2:6][CH2:5]1.Cl[C:12]1[O:13][C:14]2[CH:20]=[CH:19][CH:18]=[CH:17][C:15]=2[N:16]=1>CN(C=O)C>[OH:1][CH2:2][CH2:3][N:4]1[CH2:10][CH2:9][CH2:8][N:7]([C:12]2[O:13][C:14]3[CH:20]=[CH:19][CH:18]=[CH:17][C:15]=3[N:16]=2)[CH2:6][CH2:5]1. Procedure: A 2.329 g portion of homopiperazine dissolved in 10 ml of THF was mixed with 830 mg of iodoethyl alcohol to carry out 24 hours of reaction at room temperature. The reaction mixture was concentrated under a reduced pressure, and the resulting residue was purified by Sephadex LH-20 (Pharmacia) (chloroform:methanol=1:1) and Diaion HP-20 (Mitsubishi Chemicals) to obtain 305 mg of 1-(2-hydroxyethyl)homo-piperazine. Next, Under cooling with ice, 150 mg of 1-(2-hydroxyethyl)homopiperazine and 159 mg of... Starting materials: Cc1c(N=C=S)ccc2c1N(C(=O)OC(C)(C)C)CC2, ClCCl, NCCN. Yields the product Cc1c(NC(=S)NCCN)ccc2c1N(C(=O)OC(C)(C)C)CC2. As a reaction SMILES: [C:1]([CH3:2])([CH3:3])([CH3:4])[O:5][C:6](=[O:7])[N:8]1[CH2:9][CH2:10][c:11]2[cH:12][cH:13][c:14]([N:18]=[C:19]=[S:20])[c:15]([CH3:17])[c:16]21.[CH2:25]([Cl:26])[Cl:27].[NH2:21][CH2:22][CH2:23][NH2:24]>>[C:1]([CH3:2])([CH3:3])([CH3:4])[O:5][C:6](=[O:7])[N:8]1[CH2:9][CH2:10][c:11]2[cH:12][cH:13][c:14]([NH:18][C:19](=[S:20])[NH:24][CH2:23][CH2:22][NH2:21])[c:15]([CH3:17])[c:16]21. Reactants: C=CCOc1cn(C)c2cc(C#N)ccc2c1=O, CCO, Cl. The product is Cn1cc(O)c(=O)c2ccc(C#N)cc21. RXN SMILES: [CH2:1]([CH:2]=[CH2:3])[O:4][c:5]1[cH:6][n:7]([CH3:18])[c:8]2[cH:9][c:10]([C:16]#[N:17])[cH:11][cH:12][c:13]2[c:14]1=[O:15].[CH3:20][CH2:21][OH:22].[ClH:19]>>[OH:4][c:5]1[cH:6][n:7]([CH3:18])[c:8]2[cH:9][c:10]([C:16]#[N:17])[cH:11][cH:12][c:13]2[c:14]1=[O:15]. Reactants: FC(C=1C=C(C=C(C1)C(F)(F)F)C(C(=O)N(C=1C(=CC(=NC1)[C@H]1CC[C@@](N1C(=O)OC(C)(C)C)(C(=O)OC)C)C1=C(C=C(C=C1)F)C)C)(C)C)(F)F (1-(1,1-dimethylethyl) 2-methyl (2R,5R)-5-[5-[{2-[3,5-bis(trifluoromethyl)phenyl]-2-methylpropanoyl}(methyl)amino]-4-(4-fluoro-2-methylphenyl)-2-pyridinyl]-2-methyl-1,2-pyrrolidinedicarboxylate), FC(C=1C=C(C=C(C1)C(F)(F)F)C(C(=O)N(C=1C(=CC(=NC1)[C@H]1CC[C@@](N1C(=O)OC(C)(C)C)(C(=O)OC)C)C1=C(C=C(C=C1)F)C)C)(C)C)(F)F (1-(1,1-dimethylethyl) 2-methyl (2R,5R)-5-[5-[{2-[3,5-bis(trifluoromethyl)phenyl]-2-methylpropanoyl}(methyl)amino]-4-(4-fluoro-2-methylphenyl)-2-pyridinyl]-2-methyl-1,2-pyrrolidinedicarboxylate), C(=O)(C(F)(F)F)O (TFA). The solvent is ClCCl (Dichloromethane). Reaction conditions: time 2 hour. Yields the product FC(C=1C=C(C=C(C1)C(F)(F)F)C(C(=O)N(C=1C(=CC(=NC1)[C@H]1CC[C@@](N1)(C(=O)OC)C)C1=C(C=C(C=C1)F)C)C)(C)C)(F)F (methyl (5R)-5-[5-[{2-[3,5-bis(trifluoromethyl)phenyl]-2-methylpropanoyl}(methyl)amino]-4-(4-fluoro-2-methylphenyl)-2-pyridinyl]-2-methyl-D-prolinate). Isolated yield 95.1%. RXN SMILES: [F:1][C:2]([F:52])([F:51])[C:3]1[CH:4]=[C:5]([C:13]([CH3:50])([CH3:49])[C:14]([N:16]([CH3:48])[C:17]2[C:18]([C:40]3[CH:45]=[CH:44][C:43]([F:46])=[CH:42][C:41]=3[CH3:47])=[CH:19][C:20]([C@@H:23]3[N:27](C(OC(C)(C)C)=O)[C@@:26]([CH3:39])([C:35]([O:37][CH3:38])=[O:36])[CH2:25][CH2:24]3)=[N:21][CH:22]=2)=[O:15])[CH:6]=[C:7]([C:9]([F:12])([F:11])[F:10])[CH:8]=1.C(O)(C(F)(F)F)=O>ClCCl>[F:52][C:2]([F:1])([F:51])[C:3]1[CH:4]=[C:5]([C:13]([CH3:49])([CH3:50])[C:14]([N:16]([CH3:48])[C:17]2[C:18]([C:40]3[CH:45]=[CH:44][C:43]([F:46])=[CH:42][C:41]=3[CH3:47])=[CH:19][C:20]([C@@H:23]3[NH:27][C@@:26]([CH3:39])([C:35]([O:37][CH3:38])=[O:36])[CH2:25][CH2:24]3)=[N:21][CH:22]=2)=[O:15])[CH:6]=[C:7]([C:9]([F:11])([F:12])[F:10])[CH:8]=1. Reported procedure: To a solution of 1-(1,1-dimethylethyl) 2-methyl (2R,5R)-5-[5-[{2-[3,5-bis(trifluoromethyl)phenyl]-2-methylpropanoyl}(methyl)amino]-4-(4-fluoro-2-methylphenyl)-2-pyridinyl]-2-methyl-1,2-pyrrolidinedicarboxylate (Intermediate 7, 30 mg, 0.041 mmol) in dry Dichloromethane (2 ml) was added TFA (0.6 ml, 7.79 mmol) and the reaction mixture was stirred for 2 hours at r.t. The solvent and the excess of TFA were evaporated and the residue was purified by SPE-SCX cartridge affording the title compound (25 ... Reactants: S1C=NC=C1 (thiazole), NC1=C2C(=NC=N1)N(N=C2C2=CC=C(C=C2)NC=2SC=C(N2)CC)[C@@H]2CC[C@@H](CC2)N2CCN(CC2)C (cis-N2-(4-{4-amino-1-[4-(4-methylpiperazino)cyclohexyl]-1H-pyrazolo[3,4-d]pyrimidin-3-yl}phenyl)-4-ethyl-1,3-thiazol-2-amine), BrC(C(C)=O)C (3-bromo-2-butanone). Conditions: time 24 hour. Yields the product NC1=C2C(=NC=N1)N(N=C2C2=CC=C(C=C2)NC=2SC(=C(N2)C)C)[C@@H]2CC[C@@H](CC2)N2CCN(CC2)C (cis-N2-(4-{4-amino-1-[4-(4-methylpiperazino)cyclohexyl]-1H-pyrazolo[3,4-d]pyrimidin-3-yl}phenyl)-4,5-dimethyl-1,3-thiazol-2-amine). As a reaction SMILES: S1C=CN=[CH:2]1.[NH2:6][C:7]1[N:12]=[CH:11][N:10]=[C:9]2[N:13]([C@H:30]3[CH2:35][CH2:34][C@@H:33]([N:36]4[CH2:41][CH2:40][N:39]([CH3:42])[CH2:38][CH2:37]4)[CH2:32][CH2:31]3)[N:14]=[C:15]([C:16]3[CH:21]=[CH:20][C:19]([NH:22][C:23]4[S:24][CH:25]=[C:26]([CH2:28]C)[N:27]=4)=[CH:18][CH:17]=3)[C:8]=12.BrC(C)C(=O)C>>[NH2:6][C:7]1[N:12]=[CH:11][N:10]=[C:9]2[N:13]([C@H:30]3[CH2:35][CH2:34][C@@H:33]([N:36]4[CH2:37][CH2:38][N:39]([CH3:42])[CH2:40][CH2:41]4)[CH2:32][CH2:31]3)[N:14]=[C:15]([C:16]3[CH:21]=[CH:20][C:19]([NH:22][C:23]4[S:24][C:25]([CH3:2])=[C:26]([CH3:28])[N:27]=4)=[CH:18][CH:17]=3)[C:8]=12. Procedure details: The procedure for thiazole synthesis, described in the preparation of cis-N2-(4-{4-amino-1-[4-(4-methylpiperazino)cyclohexyl]-1H-pyrazolo[3,4-d]pyrimidin-3-yl}phenyl)-4-ethyl-1,3-thiazol-2-amine, was employed with the exception that 3-bromo-2-butanone (0.183 g, 1.21 mmol) was used as the alkylating agent, and the alkylation reaction was conducted at 40° C. for 24 h. Purification of the product by preparative HPLC (25 to 100% acetonitrile in 0.1 M aqueous ammonium acetate over 20 min at 21 mL/min... Reactants: CN(C)C=O (DMF), CN1N=CC(=C1)B(OCC)OCC (diethyl 1-methyl-1H-pyrazol-4-ylboronate), BrC1=C(C=C(C=C1)[N+](=O)[O-])OC (4-bromo-3-methoxy nitrobenzene), Pd(dppf), C(=O)([O-])[O-].[K+].[K+] (K2CO3). The reagents and catalysts are [Fe] (Fe). Run in CO.[Cl-].[NH4+] (MeOH ammonium chloride). Yields the product COC=1C=C(N)C=CC1C=1C=NN(C1)C (3-methoxy-4-(1-methyl-1H-pyrazol-4-yl)aniline). Reaction SMILES: CN(C=O)C.[CH3:6][N:7]1[CH:11]=[C:10](B(OCC)OCC)[CH:9]=[N:8]1.Br[C:20]1[CH:25]=[CH:24][C:23]([N+:26]([O-])=O)=[CH:22][C:21]=1[O:29][CH3:30].C([O-])([O-])=O.[K+].[K+]>CO.[Cl-].[NH4+].[Fe]>[CH3:30][O:29][C:21]1[CH:22]=[C:23]([CH:24]=[CH:25][C:20]=1[C:10]1[CH:9]=[N:8][N:7]([CH3:6])[CH:11]=1)[NH2:26] |f:3.4.5,6.7.8|. Reported procedure: A DMF solution of diethyl 1-methyl-1H-pyrazol-4-ylboronate, 4-bromo-3-methoxy nitrobenzene together with Pd(dppf) and K2CO3 were heated at reflux overnight. The product obtained was reduced with Fe in MeOH/ammonium chloride to provide the title compound. LC-MS (M+H)+=204.2. 1H NMR (400 MHz, DMSO-d6): δ ppm 7.84 (1H, s), 7.66 (1H, s), 7.19 (1H, J=8.2 Hz, d), 6.29 (1H, s), 6.18 (1H, J=2.0, 8.2 Hz, dd), 5.31 (2H, br s), 3.80 (3H, s), 3.75 (3H, s).